This data is from the Open Reaction Database (ORD), a public repository of structured organic reaction records. The task is: describe an organic reaction: reactants, conditions, products, and yield The reactants are NC=1C=C(C(=S)N)C=CC1 (3-amino-thiobenzamide), ClC(C(C)=O)C (3-chloro-2-butanone). Run in CCOC(=O)C (EtOAc), CCO (EtOH). Run at temperature 100 celsius. Yields the product CC=1N=C(SC1C)C=1C=C(C=CC1)N (3-(4,5-Dimethyl-thiazol-2-yl)-phenylamine). Reaction SMILES: [NH2:1][C:2]1[CH:3]=[C:4]([CH:8]=[CH:9][CH:10]=1)[C:5]([NH2:7])=[S:6].Cl[CH:12]([CH3:16])[C:13](=O)[CH3:14]>CCO.CCOC(C)=O>[CH3:16][C:12]1[N:7]=[C:5]([C:4]2[CH:3]=[C:2]([NH2:1])[CH:10]=[CH:9][CH:8]=2)[S:6][C:13]=1[CH3:14]. Reported procedure: To a solution of 3-amino-thiobenzamide (200 mg, 1.31 mmol, 1 eq.) in EtOH (4 mL) is added 3-chloro-2-butanone (140 mg, 1.31 mmol, 1 eq.). The mixture is heated at 100° C. for 72 h. After cooling to room temperature, the reaction is diluted with EtOAc and sequentially washed with saturated aqueous NaHCO3, H2O and saturated aqueous NaCl. The organic solution is dried over Na2SO4. After concentration, the residue is purified by silica gel chromatography (2:1 hexanes/EtOAc) to give 3-(4,5-Dimethyl-t...